Dataset: the Open Reaction Database (ORD), a public repository of structured organic reaction records. Task: describe an organic reaction: reactants, conditions, products, and yield Starting materials: CCCCCC1CC2CCC(C1)N2, CC#N, CC(CI)CN1C(=O)CCc2ccccc21. Yields the product CCCCCC1CC2CCC(C1)N2CC(C)CN1C(=O)CCc2ccccc21. RXN SMILES: [CH2:17]([CH2:18][CH2:19][CH2:20][CH3:21])[CH:22]1[CH2:23][CH:24]2[CH2:25][CH2:26][CH:27]([CH2:28]1)[NH:29]2.[CH3:30][C:31]#[N:32].[I:1][CH2:2][CH:3]([CH2:4][N:5]1[C:6](=[O:15])[CH2:7][CH2:8][c:9]2[cH:10][cH:11][cH:12][cH:13][c:14]21)[CH3:16]>>[CH2:2]([CH:3]([CH2:4][N:5]1[C:6](=[O:15])[CH2:7][CH2:8][c:9]2[cH:10][cH:11][cH:12][cH:13][c:14]21)[CH3:16])[N:29]1[CH:24]2[CH2:23][CH:22]([CH2:17][CH2:18][CH2:19][CH2:20][CH3:21])[CH2:28][CH:27]1[CH2:26][CH2:25]2.